From a dataset of the Open Reaction Database (ORD), a public repository of structured organic reaction records. describe an organic reaction: reactants, conditions, products, and yield Reactants: O=c1n(CC(O)CCl)c(=O)n(CC2CO2)n1CC1CO1, CC(C)=O, [F-], [Na+]. Product: O=c1n(CC(O)CF)c(=O)n(CC2CO2)n1CC1CO1. As a reaction SMILES: [CH2:3]([CH:4]1[CH2:5][O:6]1)[n:7]1[n:8]([CH2:19][CH:20]2[CH2:21][O:22]2)[c:9](=[O:10])[n:11]([CH2:14][CH:15]([CH2:16][Cl:17])[OH:18])[c:12]1=[O:13].[CH3:23][C:24](=[O:25])[CH3:26].[F-:1].[Na+:2]>>[F:1][CH2:16][CH:15]([CH2:14][n:11]1[c:9](=[O:10])[n:8]([CH2:19][CH:20]2[CH2:21][O:22]2)[n:7]([CH2:3][CH:4]2[CH2:5][O:6]2)[c:12]1=[O:13])[OH:18]. Starting materials: CN(c1cccc2cc(C(=O)NCC(CN3CCOCC3)SCc3ccccc3)[nH]c12)S(=O)(=O)c1cccnc1, CSC, CC#N, CCOC(C)=O, ClCCl, O=S(=O)(OS(=O)(=O)C(F)(F)F)C(F)(F)F, O=P(c1ccccc1)(c1ccccc1)c1ccccc1. The product is CN(c1cccc2cc(C3=NCC(CN4CCOCC4)S3)[nH]c12)S(=O)(=O)c1cccnc1. As a reaction SMILES: [CH2:36]([c:38]1[cH:39][cH:40][cH:41][cH:42][cH:48]1)[S:43][CH:44]([CH2:45][NH:46][C:47](=[O:37])[c:49]1[nH:50][c:51]2[c:52]([N:58]([S:59](=[O:60])(=[O:61])[c:62]3[cH:63][n:64][cH:65][cH:66][cH:67]3)[CH3:68])[cH:53][cH:54][cH:55][c:56]2[cH:57]1)[CH2:69][N:70]1[CH2:71][CH2:72][O:73][CH2:74][CH2:75]1.[CH3:76][S:77][CH3:78].[CH3:79][C:80]#[N:81].[CH3:85][CH2:86][O:87][C:88](=[O:89])[CH3:90].[Cl:82][CH2:83][Cl:84].[F:21][C:22]([S:23]([O:24][S:25]([C:26]([F:27])([F:28])[F:29])(=[O:30])=[O:31])(=[O:32])=[O:33])([F:34])[F:35].[c:1]1([P:2](=[O:3])([c:4]2[cH:5][cH:6][cH:7][cH:8][cH:9]2)[c:10]2[cH:11][cH:12][cH:13][cH:14][cH:15]2)[cH:16][cH:17][cH:18][cH:19][cH:20]1>>[S:43]1[CH:44]([CH2:69][N:70]2[CH2:71][CH2:72][O:73][CH2:74][CH2:75]2)[CH2:45][N:46]=[C:47]1[c:49]1[nH:50][c:51]2[c:52]([N:58]([S:59](=[O:60])(=[O:61])[c:62]3[cH:63][n:64][cH:65][cH:66][cH:67]3)[CH3:68])[cH:53][cH:54][cH:55][c:56]2[cH:57]1. The reactants are [N+](=O)([O-])C1=CC=C(C=C1)O (4-nitrophenol), Cl.ClCCC=1N=CNC1 (4-[2-chloroethyl]-1H-imidazole hydrochloride), C([O-])([O-])=O.[K+].[K+] (potassium carbonate), [I-].[Na+] (sodium iodide). The solvent is CN(C=O)C (dimethylformamide), C(C)OCC (diethyl ether), C(Cl)(Cl)Cl.CO (chloroform methanol), C(Cl)(Cl)Cl (chloroform). Product: [N+](=O)([O-])C1=CC=C(OCCC=2N=CNC2)C=C1 (4-[2-(4-Nitrophenoxy)ethyl]-1H-imidazole). Reaction SMILES: [N+:1]([C:4]1[CH:9]=[CH:8][C:7]([OH:10])=[CH:6][CH:5]=1)([O-:3])=[O:2].Cl.Cl[CH2:13][CH2:14][C:15]1[N:16]=[CH:17][NH:18][CH:19]=1.C(=O)([O-])[O-].[K+].[K+].[I-].[Na+]>CN(C)C=O.C(Cl)(Cl)Cl.CO.C(Cl)(Cl)Cl.C(OCC)C>[N+:1]([C:4]1[CH:9]=[CH:8][C:7]([O:10][CH2:13][CH2:14][C:15]2[N:16]=[CH:17][NH:18][CH:19]=2)=[CH:6][CH:5]=1)([O-:3])=[O:2] |f:1.2,3.4.5,6.7,9.10|. Reported procedure: 2.09 mg (1.5 mmol) of 4-nitrophenol, 251 mg (1.4 mmol) of 4-[2-chloroethyl]-1H-imidazole hydrochloride, 475 mg (3 mmol) of potassium carbonate and sodium iodide (catalyst) are stirred at 80° C. for 5 days in 5 ml of dimethylformamide. The reaction mixture is cooled and 100 ml of diethyl ether are added. The precipitate is separated by filtration. The filtrate is evaporated under reduced pressure to give a residue which is subjected to column chromatography (using, as first eluent, chloroform and... The reactants are F\C=C(\CN1C(C=2C(C1=O)=CC=CC2)=O)/COC2=C(C=C(C=C2)Cl)Cl ((Z)-1-fluoro-2-(2',4'-dichlorophenoxy) methyl-3-phthalimidopropene), O.NN (hydrazine hydrate). The solvent is C(C)O (ethanol). Yields the product C(C)(C)(C)OC(=O)NC/C(=C/F)/COC1=C(C=C(C=C1)Cl)Cl ((Z)-N-t-butyloxycarbonyl-2-(2',4'-dichlorophenoxy)methyl-3-fluoroallylamine). As a reaction SMILES: [F:1]/[CH:2]=[C:3](\[CH2:16][O:17][C:18]1[CH:23]=[CH:22][C:21]([Cl:24])=[CH:20][C:19]=1[Cl:25])/[CH2:4][N:5]1[C:9](=[O:10])C2=CC=CC=C2C1=O.[OH2:26].NN>C(O)C>[C:3]([O:26][C:9]([NH:5][CH2:4]/[C:3](/[CH2:16][O:17][C:18]1[CH:23]=[CH:22][C:21]([Cl:24])=[CH:20][C:19]=1[Cl:25])=[CH:2]/[F:1])=[O:10])([CH3:16])([CH3:4])[CH3:2] |f:1.2|. Reported procedure: A solution of (Z)-1-fluoro-2-(2',4'-dichlorophenoxy) methyl-3-phthalimidopropene (0.67 g) and hydrazine hydrate (0.13 g) in ethanol (20 ml) is refluxed for 3 hours. The ethanol is evaporated, the residue extracted with ether and the ether solution washed with dilute aqueous sodium hydroxide, then with water, dried and evaporated. The residue is treated with di-tert-butyl dicarbonate (0.44 g), chloroform (20 ml) and water (6 ml), with added sodium chloride (1 g), for 1.5 hours at reflux to give (... The reactants are FC=1C=C(C(=O)CC#N)C=C(C1)F (3,5-difluorobenzoyl-acetonitrile), Cl.ClC1=CC=C(C=C1)C[C@H]([C@H](C)N)C1=CC(=CC=C1)C#N (3-(4-chlorophenyl)-2(S)(3-cyanophenyl)-1(S)-methyl-propylamine hydrochloride). Reported procedure: This compound was synthesized according to the procedure of Example 33 from 205 mg (1.13 mmol) of 3,5-difluorobenzoyl-acetonitrile and 300 mg (0.93 mmol) of 3-(4-chlorophenyl)-2(S)(3-cyanophenyl)-1(S)-methyl-propylamine hydrochloride. LC-MS: m/e=450 (M+1), 452 (M+3) (3.55 min). Yields the product ClC1=CC=C(C[C@H]([C@H](C)NC(CC#N)C2=CC(=CC(=C2)F)F)C=2C=C(C#N)C=CC2)C=C1 (3-(1(S)-(4-Chlorobenzyl)-2(S)-((1-(3,5-difluorophenyl)-2-cyanoethyl)amino)propyl)benzonitrile). As a reaction SMILES: [F:1][C:2]1[CH:3]=[C:4]([CH:10]=[C:11]([F:13])[CH:12]=1)[C:5]([CH2:7][C:8]#[N:9])=O.Cl.[Cl:15][C:16]1[CH:21]=[CH:20][C:19]([CH2:22][C@@H:23]([C:27]2[CH:32]=[CH:31][CH:30]=[C:29]([C:33]#[N:34])[CH:28]=2)[C@@H:24]([NH2:26])[CH3:25])=[CH:18][CH:17]=1>>[Cl:15][C:16]1[CH:17]=[CH:18][C:19]([CH2:22][C@@H:23]([C:27]2[CH:28]=[C:29]([CH:30]=[CH:31][CH:32]=2)[C:33]#[N:34])[C@@H:24]([NH:26][CH:5]([C:4]2[CH:3]=[C:2]([F:1])[CH:12]=[C:11]([F:13])[CH:10]=2)[CH2:7][C:8]#[N:9])[CH3:25])=[CH:20][CH:21]=1 |f:1.2|. Starting materials: FC(OC1=NC=CC=C1OC1=CC2=C(NC(=N2)C2=NC=CC=C2)C=C1OC=1C=NC(=CC1)S(=O)(=O)C)F (5-(2-Difluoromethoxy-pyridin-3-yloxy)-6-(6-methanesulfonyl-pyridin-3-yloxy)-2-pyridin-2-yl-1H benzimidazole), CC=1N=CC(=NC1)C(=O)O (5-methyl-pyrazine-2-carboxylic acid). Product: FC(OC1=NC=CC=C1OC1=CC2=C(NC(=N2)C2=NC=C(N=C2)C)C=C1OC=1C=NC(=CC1)S(=O)(=O)C)F (5-(2-Difluoromethoxypyridin-3-yloxy)-6-(6-methanesulfonyl-pyridin-3-yloxy)-2-(5-methyl-pyrazin-2-yl)-1H-benzimidazole). RXN SMILES: [F:1][CH:2]([F:37])[O:3][C:4]1[C:9]([O:10][C:11]2[C:25]([O:26][C:27]3[CH:28]=[N:29][C:30]([S:33]([CH3:36])(=[O:35])=[O:34])=[CH:31][CH:32]=3)=[CH:24][C:14]3[NH:15][C:16]([C:18]4[CH:23]=[CH:22][CH:21]=[CH:20][N:19]=4)=[N:17][C:13]=3[CH:12]=2)=[CH:8][CH:7]=[CH:6][N:5]=1.CC1[N:40]=CC(C(O)=O)=NC=1>>[F:1][CH:2]([F:37])[O:3][C:4]1[C:9]([O:10][C:11]2[C:25]([O:26][C:27]3[CH:28]=[N:29][C:30]([S:33]([CH3:36])(=[O:34])=[O:35])=[CH:31][CH:32]=3)=[CH:24][C:14]3[NH:15][C:16]([C:18]4[CH:23]=[N:40][C:21]([CH3:22])=[CH:20][N:19]=4)=[N:17][C:13]=3[CH:12]=2)=[CH:8][CH:7]=[CH:6][N:5]=1. Procedure: The entitled compound was obtained as a pale yellow solid in the same method as in Example 38 or in accordance with the method or by combining it with an ordinary method but using 4-(2-difluoromethoxy-pyridin-3-yloxy)-5-(6-methanesulfonyl-pyridin-3-yloxy)-benzene-1,2-diamine obtained in Example 215 and 5-methyl-pyrazine-2-carboxylic acid. Reactants: N (ammonia), CN1C2=CC=C(C=C2C=2C(CCCC12)=O)C(=O)N (2,3,4,9-Tetrahydro-9-methyl-4-oxo-1H-carbazole-6-carboxamide), C=O (paraformaldehyde), Cl.CNC (dimethylamine hydrochloride). The solvent is C(C)(=O)O (acetic acid). Product: CN(C)CC1CCC=2N(C3=CC=C(C=C3C2C1=O)C(=O)N)C (3-[(Dimethylamino)methyl]-2,3,4,9-tetrahydro-9-methyl-4-oxo-1H-carbazole-6-carboxamide). As a reaction SMILES: [CH3:1][N:2]1[C:14]2[CH2:13][CH2:12][CH2:11][C:10](=[O:15])[C:9]=2[C:8]2[C:3]1=[CH:4][CH:5]=[C:6]([C:16]([NH2:18])=[O:17])[CH:7]=2.[CH2:19]=O.Cl.[CH3:22][NH:23][CH3:24].N>C(O)(=O)C>[CH3:22][N:23]([CH2:19][CH:11]1[C:10](=[O:15])[C:9]2[C:8]3[C:3](=[CH:4][CH:5]=[C:6]([C:16]([NH2:18])=[O:17])[CH:7]=3)[N:2]([CH3:1])[C:14]=2[CH2:13][CH2:12]1)[CH3:24] |f:2.3|. Procedure: A mixture of the product of Stage (ii) (1.8 g), paraformaldehyde (0.3 g) and dimethylamine hydrochloride (0.75 g) in acetic acid (14 ml) was heated at 80°-100° under nitrogen for 2 h. The reaction mixture was cooled (20°), evaporated in vacuo and purified by flash chromatography (L) to give a foam. A sample (0.2 g) was stirred in 0.88 ammonia 10 ml) for 3 days to precipitate to title compound (100 mg) as a solid. m.p. 171°-173° (foams).